The task is: describe an organic reaction: reactants, conditions, products, and yield. This data is from the Open Reaction Database (ORD), a public repository of structured organic reaction records. Reactants: Cl (hydrochloric acid), C(N)(OC(C)C)=O (Isopropyl carbamate), C(\C=C\C)(=O)Cl ((2E)-2-Butenoyl chloride), CC(C)([O-])C.[Li+] (Lithium tert-butoxide). Run in C(C)OCC (Diethyl ether), O1CCCC1 (tetrahydrofuran). Run at temperature -30 celsius, time 30 minute. Yields the product C(\C=C\C)(=O)NC(OC(C)C)=O (1-Methylethyl (2E)-2-butenoylcarbamate). As a reaction SMILES: [C:1](=[O:7])([O:3][CH:4]([CH3:6])[CH3:5])[NH2:2].[C:8](Cl)(=[O:12])/[CH:9]=[CH:10]/[CH3:11].CC(C)([O-])C.[Li+].Cl>C(OCC)C.O1CCCC1>[C:8]([NH:2][C:1](=[O:7])[O:3][CH:4]([CH3:6])[CH3:5])(=[O:12])/[CH:9]=[CH:10]/[CH3:11] |f:2.3|. Procedure details: Isopropyl carbamate (30 g, 291 mmol, available from TCI) was charged to a 3 L Lara vessel and dry tetrahydrofuran (THF) (150 ml) added. (2E)-2-Butenoyl chloride (31.2 ml, 326 mmol, available from Aldrich) was added under nitrogen and the jacket cooled to −30° C. When the solution temperature reached −17° C. Lithium tert-butoxide (1M, 655 mL, 655 mmol) was added by peristaltic pump over 2 h, keeping the reaction temperature between −10° C. and −18° C. Once the addition was complete the mixture wa...